This data is from the Open Reaction Database (ORD), a public repository of structured organic reaction records. The task is: describe an organic reaction: reactants, conditions, products, and yield The reactants are [H-], [Na+], CN(C)C=O, O=S(=O)(Cl)Cl, c1ccccc1, O=Cc1c[nH]c2ccccc12. Product: O=Cc1cn(S(=O)(=O)c2ccccc2)c2ccccc12. Reaction SMILES: [H-:12].[Na+:13].[O:25]=[CH:26][N:27]([CH3:28])[CH3:29].[S:14](=[O:15])(=[O:16])([Cl:17])[Cl:18].[cH:19]1[cH:20][cH:21][cH:22][cH:23][cH:24]1.[nH:1]1[cH:2][c:3]([CH:10]=[O:11])[c:4]2[cH:5][cH:6][cH:7][cH:8][c:9]12>>[n:1]1([S:14](=[O:15])(=[O:16])[c:19]2[cH:20][cH:21][cH:22][cH:23][cH:24]2)[cH:2][c:3]([CH:10]=[O:11])[c:4]2[cH:5][cH:6][cH:7][cH:8][c:9]12. Reactants: Cc1ccccc1, CN(C)C=O, COc1c(Cl)cc(C(=O)O)cc1I, O=S(Cl)Cl. Product: COc1c(Cl)cc(C(=O)Cl)cc1I. Reaction SMILES: [CH3:14][c:15]1[cH:16][cH:17][cH:18][cH:19][cH:20]1.[CH3:25][N:26]([CH3:27])[CH:28]=[O:29].[Cl:1][c:2]1[cH:3][c:4]([C:5](=[O:6])[OH:7])[cH:8][c:9]([I:13])[c:10]1[O:11][CH3:12].[S:21]([Cl:22])([Cl:23])=[O:24]>>[Cl:1][c:2]1[cH:3][c:4]([C:5](=[O:6])[Cl:23])[cH:8][c:9]([I:13])[c:10]1[O:11][CH3:12]. Reactants: COC(=O)c1cccn(C(Cc2cn(C(=O)OC(C)(C)C)c3ccccc23)C(=O)OC(C)(C)C)c1=O, Cl, [Li+], C1COCCO1, [OH-], O. Yields the product CC(C)(C)OC(=O)C(Cc1cn(C(=O)OC(C)(C)C)c2ccccc12)n1cccc(C(=O)O)c1=O. RXN SMILES: [C:1]([CH3:2])([CH3:3])([CH3:4])[O:5][C:6](=[O:7])[n:8]1[cH:9][c:10]([CH2:17][CH:18]([n:19]2[c:20](=[O:29])[c:21]([C:25](=[O:26])[O:27][CH3:28])[cH:22][cH:23][cH:24]2)[C:30](=[O:31])[O:32][C:33]([CH3:34])([CH3:35])[CH3:36])[c:11]2[cH:12][cH:13][cH:14][cH:15][c:16]12.[ClH:39].[Li+:37].[O:40]1[CH2:41][CH2:42][O:43][CH2:44][CH2:45]1.[OH-:38].[OH2:46]>>[C:1]([CH3:2])([CH3:3])([CH3:4])[O:5][C:6](=[O:7])[n:8]1[cH:9][c:10]([CH2:17][CH:18]([n:19]2[c:20](=[O:29])[c:21]([C:25](=[O:26])[OH:27])[cH:22][cH:23][cH:24]2)[C:30](=[O:31])[O:32][C:33]([CH3:34])([CH3:35])[CH3:36])[c:11]2[cH:12][cH:13][cH:14][cH:15][c:16]12. Starting materials: FC1=CC=C(C=C1)B(O)O (p-fluorobenzeneboronic acid), BrC1=CC=2N=CN=C(C2S1)NC=1C=C2C=CNC2=CC1 ((6-bromo-thieno[3,2-d]pyrimidin-4-yl)-(1H-indol-5-yl)-amine). The product is FC1=CC=C(C=C1)C1=CC=2N=CN=C(C2S1)NC=1C=C2C=CNC2=CC1 ([6-(4-Fluoro-phenyl)-thieno[3,2-d]pyrimidin-4-yl]-(1H-indol-5-yl)-amine). RXN SMILES: [F:1][C:2]1[CH:7]=[CH:6][C:5](B(O)O)=[CH:4][CH:3]=1.Br[C:12]1[S:20][C:19]2[C:18]([NH:21][C:22]3[CH:23]=[C:24]4[C:28](=[CH:29][CH:30]=3)[NH:27][CH:26]=[CH:25]4)=[N:17][CH:16]=[N:15][C:14]=2[CH:13]=1>>[F:1][C:2]1[CH:7]=[CH:6][C:5]([C:12]2[S:20][C:19]3[C:18]([NH:21][C:22]4[CH:23]=[C:24]5[C:28](=[CH:29][CH:30]=4)[NH:27][CH:26]=[CH:25]5)=[N:17][CH:16]=[N:15][C:14]=3[CH:13]=2)=[CH:4][CH:3]=1. Reported procedure: The title compound was prepared from p-fluorobenzeneboronic acid and (6-bromo-thieno[3,2-d]pyrimidin-4-yl)-(1H-indol-5-yl)-amine by a procedure analogous to example 2. 1H NMR (400 MHz, DMSO) d 11.4 (s, 1H), 8.82 (s, 1H), 7.79 (m, 4H), 7.41 (m, 5H), 7.21 (d, 1H). 6.50 (s, 1H), M.P. 193-205° C.; LC-MS: 361 (MH+); HPLC RT: 4.88 minutes. The reactants are ClC1=NC(=CC(=N1)C(=O)OC)N1[C@H](COCC1)C (Methyl 2-chloro-6-[(3S)-3-methylmorpholin-4-yl]pyrimidine-4-carboxylate), [BH4-].[Li+] (lithium borohydride). Solvent: C1CCOC1 (THF). Run at temperature 0 celsius, time 1 hour. Yields the product ClC1=NC(=CC(=N1)CO)N1[C@H](COCC1)C ([2-Chloro-6-[(3S)-3-methylmorpholin-4-yl]pyrimidin-4-yl]methanol). Yield: 86.4%. As a reaction SMILES: [Cl:1][C:2]1[N:7]=[C:6]([C:8](OC)=[O:9])[CH:5]=[C:4]([N:12]2[CH2:17][CH2:16][O:15][CH2:14][C@@H:13]2[CH3:18])[N:3]=1.[BH4-].[Li+]>C1COCC1>[Cl:1][C:2]1[N:7]=[C:6]([CH2:8][OH:9])[CH:5]=[C:4]([N:12]2[CH2:17][CH2:16][O:15][CH2:14][C@@H:13]2[CH3:18])[N:3]=1 |f:1.2|. Procedure: Methyl 2-chloro-6-[(3S)-3-methylmorpholin-4-yl]pyrimidine-4-carboxylate (3.15 g) was dissolved in dry THF (20 mL) and cooled to 0° C. under nitrogen. To this is added dropwise a solution of lithium borohydride (2.0M in THF, 6.09 mL). The solution was allowed to warm to room temperature and stirred for 1 hour. The reaction was quenched with water (20 mL) then evaporated to dryness. The residue was dissolved in ethyl acetate (150 mL) and washed with water (150 mL) followed by brine (50 mL). The or...